From a dataset of the Open Reaction Database (ORD), a public repository of structured organic reaction records. describe an organic reaction: reactants, conditions, products, and yield The reactants are CC(C)(C)OC(=O)c1c(-c2ccc(Br)cc2)csc1NC(=O)N1CCc2ccccc2C1, ClCCl, O=C(O)C(F)(F)F. The product is O=C(O)c1c(-c2ccc(Br)cc2)csc1NC(=O)N1CCc2ccccc2C1. As a reaction SMILES: [Br:1][c:2]1[cH:3][cH:4][c:5](-[c:8]2[c:9]([C:26](=[O:27])[O:28][C:29]([CH3:30])([CH3:31])[CH3:32])[c:10]([NH:13][C:14](=[O:15])[N:16]3[CH2:17][c:18]4[cH:19][cH:20][cH:21][cH:22][c:23]4[CH2:24][CH2:25]3)[s:11][cH:12]2)[cH:6][cH:7]1.[Cl:40][CH2:41][Cl:42].[F:33][C:34]([F:35])([F:36])[C:37]([OH:38])=[O:39]>>[Br:1][c:2]1[cH:3][cH:4][c:5](-[c:8]2[c:9]([C:26](=[O:27])[OH:28])[c:10]([NH:13][C:14](=[O:15])[N:16]3[CH2:17][c:18]4[cH:19][cH:20][cH:21][cH:22][c:23]4[CH2:24][CH2:25]3)[s:11][cH:12]2)[cH:6][cH:7]1. The reactants are C(=O)(OCC)COC1=CC=CN2C(=C(C(=C12)C(C(=O)N)=O)CC)CC1=CC(=CC=C1)Cl ((8-(Carbethoxymethyloxy)-3-(m-chlorobenzyl)-2-ethylindolizin-1-yl)glyoxylamide). Run in CCOC(=O)C.CCCCCC (AcOEt hexane). Product: C(C1=CC=CC=C1)C1=C(C(=C2C(=CC=CN12)OCC(=O)OCC)C(C(=O)N)=O)C ((3-Benzyl-8-(carbethoxymethyloxy)-2-methylindolizin-1-yl)glyoxylamide). Isolated yield 73.0%. Reaction SMILES: [C:1]([CH2:6][O:7][C:8]1[C:16]2[N:12]([C:13]([CH2:24][C:25]3[CH:30]=[CH:29][CH:28]=[C:27](Cl)[CH:26]=3)=[C:14]([CH2:22]C)[C:15]=2[C:17](=[O:21])[C:18]([NH2:20])=[O:19])[CH:11]=[CH:10][CH:9]=1)([O:3][CH2:4][CH3:5])=[O:2]>CCOC(C)=O.CCCCCC>[CH2:24]([C:13]1[N:12]2[C:16]([C:8]([O:7][CH2:6][C:1]([O:3][CH2:4][CH3:5])=[O:2])=[CH:9][CH:10]=[CH:11]2)=[C:15]([C:17](=[O:21])[C:18]([NH2:20])=[O:19])[C:14]=1[CH3:22])[C:25]1[CH:30]=[CH:29][CH:28]=[CH:27][CH:26]=1 |f:1.2|. Reported procedure: (8-(Carbethoxymethyloxy)-3-(m-chlorobenzyl)-2-ethylindolizin-1-yl)glyoxylamide 37h. Mp, 172-175° C. (AcOEt-hexane). 73% Yield. Starting materials: C(C)OP(OCC)(=O)COS(=O)(=O)C1=CC=C(C=C1)Cl (4-chlorobenzenesulfonyloxymethylphosphonate diethyl ester), OC1=CC=C(C=C1)CCNC(O)=O (2-(4-hydroxyphenyl)ethylcarbamic acid), [H-].[Na+] (sodium hydride), oil, O (water). Run in CS(=O)C (DMSO), CS(=O)C (DMSO). Product: C(C)(C)(C)OC(=O)NCCC1=CC=C(OCP(OCC)(OCC)=O)C=C1 (4-(2-t-Butoxycarbonylaminoethyl)phenoxymethyl phosphonic acid, diethyl ester). RXN SMILES: [OH:1][C:2]1[CH:7]=[CH:6][C:5]([CH2:8][CH2:9][NH:10][C:11](=[O:13])[OH:12])=[CH:4][CH:3]=1.[H-].[Na+].[CH2:16]([O:18][P:19]([CH2:24]OS(C1C=CC(Cl)=CC=1)(=O)=O)(=[O:23])[O:20][CH2:21][CH3:22])[CH3:17].O>CS(C)=O>[C:5]([O:13][C:11]([NH:10][CH2:9][CH2:8][C:5]1[CH:4]=[CH:3][C:2]([O:1][CH2:24][P:19](=[O:23])([O:18][CH2:16][CH3:17])[O:20][CH2:21][CH3:22])=[CH:7][CH:6]=1)=[O:12])([CH3:8])([CH3:6])[CH3:4] |f:1.2|. Procedure: A solution of 2-(4-hydroxyphenyl)ethylcarbamic acid, t-butyl ester1 (4.0 g, 16.9 mMol) in dry DMSO (37.5 ml) was cooled in an ice-bath and treated with sodium hydride (80% in mineral oil 0.557 g, 1.1 equiv) with stirring under argon according to the method described by Cornforth2. When effervescence ceased a solution of 4-chlorobenzenesulfonyloxymethylphosphonate diethyl ester (6.07 g, 1.05 equiv) in dry DMSO (110 ml) was added and the resulting pale yellow solution stirred at room temperature o... Reactants: ClC=1C=C(C=CC1)[C@@H]1CN(C(O1)=O)[C@@H](CC1=CNC2=C(C=CC=C12)NC(OC(C)(C)C)=O)C (tert-butyl 3-((2R)-2-((5R)-5-(3-chlorophenyl)-2-oxo-1,3-oxazolidin-3-yl)propyl)-1H-indol-7-ylcarbamate), solution, Cl (hydrochloric acid). The solvent is CO (methanol), CO (methanol). Reaction conditions: time 21 hour. Product: NC=1C=CC=C2C(=CNC12)C[C@@H](C)N1C(O[C@@H](C1)C1=CC(=CC=C1)Cl)=O ((5R)-3-((1R)-2-(7-Amino-1H-indol-3-yl)-1-methylethyl)-5-(3-chloro-phenyl)-1,3-oxazolidin-2-one). Isolated yield 90.4%. As a reaction SMILES: [Cl:1][C:2]1[CH:3]=[C:4]([C@H:8]2[O:12][C:11](=[O:13])[N:10]([C@H:14]([CH3:33])[CH2:15][C:16]3[C:24]4[C:19](=[C:20]([NH:25]C(=O)OC(C)(C)C)[CH:21]=[CH:22][CH:23]=4)[NH:18][CH:17]=3)[CH2:9]2)[CH:5]=[CH:6][CH:7]=1.Cl>CO>[NH2:25][C:20]1[CH:21]=[CH:22][CH:23]=[C:24]2[C:19]=1[NH:18][CH:17]=[C:16]2[CH2:15][C@H:14]([N:10]1[CH2:9][C@@H:8]([C:4]2[CH:5]=[CH:6][CH:7]=[C:2]([Cl:1])[CH:3]=2)[O:12][C:11]1=[O:13])[CH3:33]. Reported procedure: To a solution of tert-butyl 3-((2R)-2-((5R)-5-(3-chlorophenyl)-2-oxo-1,3-oxazolidin-3-yl)propyl)-1H-indol-7-ylcarbamate (419.2 mg, 0.894 mmol) in methanol (2 mL) is added a 10% solution of hydrochloric acid in methanol (10 mL) under nitrogen atmosphere, and the mixture is stirred at room temperature for 21 hours. The solvent is evaporated, and the residue is separated into a saturated ammonia solution in chloroform and water, and the organic layer is washed with a saturated brine, and dried over... Reactants: BrC1=C(C=O)C=CC=C1 (2-bromobenzaldehyde), O (water), [Br-].C(=O)(O)C1=CC=C(CC[P+](C2=CC=CC=C2)(C2=CC=CC=C2)C2=CC=CC=C2)C=C1 (4-carboxyphenethyl triphenylphosphonium bromide), solution, C[Si]([N-][Si](C)(C)C)(C)C.[Li+] (lithium hexamethyldisilazide). Solvent: C1CCOC1 (THF), CCOCC (ether), C1CCOC1 (THF), C1CCOC1 (THF). Reaction conditions: time 30 minute. The product is BrC1=C(C=CC=C1)C=CCC1=CC=C(C(=O)O)C=C1 (4-[3-(2-bromophenyl)prop-2-en-1-yl]benzoic acid). Isolated yield 89.0%. RXN SMILES: [Br-].[C:2]([C:5]1[CH:31]=[CH:30][C:8]([CH2:9][CH2:10][P+](C2C=CC=CC=2)(C2C=CC=CC=2)C2C=CC=CC=2)=[CH:7][CH:6]=1)([OH:4])=[O:3].C[Si](C)(C)[N-][Si](C)(C)C.[Li+].[Br:42][C:43]1[CH:50]=[CH:49][CH:48]=[CH:47][C:44]=1[CH:45]=O.O>C1COCC1.CCOCC>[Br:42][C:43]1[CH:50]=[CH:49][CH:48]=[CH:47][C:44]=1[CH:45]=[CH:10][CH2:9][C:8]1[CH:7]=[CH:6][C:5]([C:2]([OH:4])=[O:3])=[CH:31][CH:30]=1 |f:0.1,2.3|. Procedure: To a solution of 4-carboxyphenethyl triphenylphosphonium bromide (11.2 g, 22.8 mmol) in THF (200 ml) under argon, was added a 1M solution of lithium hexamethyldisilazide (50 ml) in THF at 20° C., giving a deep red colour. After stirring for 30 minutes, the reaction was treated with a solution of 2-bromobenzaldehyde (4.0 g, 21.6 mmol) in THF (15 ml) and stirred for a further 30 minutes at 20° C. The solution was poured onto a stirred mixture of water (100 ml) and ether (100 ml). The layers were s...